From a dataset of the Open Reaction Database (ORD), a public repository of structured organic reaction records. describe an organic reaction: reactants, conditions, products, and yield The reactants are Cc1nocc1C(=O)N1CCN2C(=O)c3cccn3CC12c1ccc(OCCO[Si](C)(C)C(C)(C)C)cc1, C1CCOC1, CC(=O)O, ClCCl, O. Yields the product Cc1nocc1C(=O)N1CCN2C(=O)c3cccn3CC12c1ccc(OCCO)cc1. As a reaction SMILES: [C:1]([Si:2]([CH3:3])([CH3:4])[O:6][CH2:7][CH2:8][O:9][c:10]1[cH:11][cH:12][c:13]([C:16]23[N:17]([C:18](=[O:25])[c:19]4[n:20]([cH:22][cH:23][cH:24]4)[CH2:21]2)[CH2:26][CH2:27][N:28]3[C:29](=[O:30])[c:31]2[c:32]([CH3:36])[n:33][o:34][cH:35]2)[cH:14][cH:15]1)([CH3:5])([CH3:37])[CH3:38].[CH2:43]1[O:44][CH2:45][CH2:46][CH2:47]1.[CH3:39][C:40](=[O:41])[OH:42].[Cl:49][CH2:50][Cl:51].[OH2:48]>>[OH:6][CH2:7][CH2:8][O:9][c:10]1[cH:11][cH:12][c:13]([C:16]23[N:17]([C:18](=[O:25])[c:19]4[n:20]([cH:22][cH:23][cH:24]4)[CH2:21]2)[CH2:26][CH2:27][N:28]3[C:29](=[O:30])[c:31]2[c:32]([CH3:36])[n:33][o:34][cH:35]2)[cH:14][cH:15]1.